From a dataset of the Open Reaction Database (ORD), a public repository of structured organic reaction records. describe an organic reaction: reactants, conditions, products, and yield The reactants are C(C=C)OC1=NN2C(N=CC=C2SC2=CC=C(C=C2)NC2=NN=C(C3=CC=CC=C23)C2=CC=C(C=C2)Cl)=C1 (N-(4-(2-(allyloxy)pyrazolo[1,5-a]pyrimidin-7-ylthio)phenyl)-4-(4-chlorophenyl)phthalazin-1-amine), C(=O)[O-].[NH4+] (ammonium formate). Reagents/catalysts: [Pd] (palladium on carbon). Run in CO (MeOH), CCOC(=O)C (EtOAc). Reaction conditions: temperature 65 celsius, time 8 hour. The product is ClC1=CC=C(C=C1)C1=NN=C(C2=CC=CC=C12)NC1=CC=C(C=C1)SC1=CC=NC=2N1N=C(C2)O (7-(4-(4-(4-chlorophenyl)phthalazin-1-ylamino)phenylthio)pyrazolo[1,5-a]pyrimidin-2-ol). As a reaction SMILES: C([O:4][C:5]1[CH:38]=[C:8]2[N:9]=[CH:10][CH:11]=[C:12]([S:13][C:14]3[CH:19]=[CH:18][C:17]([NH:20][C:21]4[C:30]5[C:25](=[CH:26][CH:27]=[CH:28][CH:29]=5)[C:24]([C:31]5[CH:36]=[CH:35][C:34]([Cl:37])=[CH:33][CH:32]=5)=[N:23][N:22]=4)=[CH:16][CH:15]=3)[N:7]2[N:6]=1)C=C.C([O-])=O.[NH4+]>CO.[Pd].CCOC(C)=O>[Cl:37][C:34]1[CH:35]=[CH:36][C:31]([C:24]2[C:25]3[C:30](=[CH:29][CH:28]=[CH:27][CH:26]=3)[C:21]([NH:20][C:17]3[CH:16]=[CH:15][C:14]([S:13][C:12]4[N:7]5[N:6]=[C:5]([OH:4])[CH:38]=[C:8]5[N:9]=[CH:10][CH:11]=4)=[CH:19][CH:18]=3)=[N:22][N:23]=2)=[CH:32][CH:33]=1 |f:1.2|. Procedure details: To a mixture of N-(4-(2-(allyloxy)pyrazolo[1,5-a]pyrimidin-7-ylthio)phenyl)-4-(4-chlorophenyl)phthalazin-1-amine (0.110 g, 0.20 mmol, Example 4) and ammonium formate (130 mg, 2.0 mmol) in MeOH (7 mL) was added a slurry of 10% palladium on carbon, (44 mg) in EtOAc (1 mL). The mixture was heated to 65° C. After 8 hrs, the mixture was cooled to RT, filtered over celite, concentrated in vacuo, and purified by silica gel chromatography using 5-15% MeOH in CH2Cl2 with 1% NH4OH to afford 7-(4-(4-(4-chl... Starting materials: O=C1N(C(C2=C1C1=C3C=4N(C(S(CN3C=3C=CC=CC31)(=O)=O)C(=O)OCC)C3=CC=CC=C3C24)=O)[Si](C(C)C)(C(C)C)C(C)C (Ethyl 2,3-Dihydro-1,3-dioxo-2-triisopropylsily-1H,9H,11H-diindolo[1,2,3-ef:3',2',1'-jk]pyrrolo-[3,4-h][3,1,5]-benzothiadiazepine-9-carboxylate 10,10-dioxide), CS(=O)C (dimethyl sulfoxide), C(C)(=O)[O-].[Na+] (sodium acetate). Solvent: O (water), O (water). Reaction conditions: time 16 hour. Product: O=C1NC(C2=C1C1=C3C=4N(C(S(CN3C=3C=CC=CC31)(=O)=O)C(=O)OCC)C3=CC=CC=C3C24)=O (Ethyl 2,3-Dihydro-1,3-dioxo-1H,9H,11H-diindolo[1,2,3-ef:3',2',1'-jk]pyrrolo-[3,4-h][3,1,5]-benzothiadiazepine-9-carboxylate 10,10-dioxide). Isolated yield 75.5%. As a reaction SMILES: [O:1]=[C:2]1[C:6]2[C:7]3[C:20]4[CH:19]=[CH:18][CH:17]=[CH:16][C:15]=4[N:14]4[C:8]=3[C:9]3[N:10]([C:28]5[C:33]([C:34]=3[C:5]=2[C:4](=[O:35])[N:3]1[Si](C(C)C)(C(C)C)C(C)C)=[CH:32][CH:31]=[CH:30][CH:29]=5)[CH:11]([C:23]([O:25][CH2:26][CH3:27])=[O:24])[S:12](=[O:22])(=[O:21])[CH2:13]4.CS(C)=O.C([O-])(=O)C.[Na+]>O>[O:1]=[C:2]1[C:6]2[C:7]3[C:20]4[CH:19]=[CH:18][CH:17]=[CH:16][C:15]=4[N:14]4[C:8]=3[C:9]3[N:10]([C:28]5[C:33]([C:34]=3[C:5]=2[C:4](=[O:35])[NH:3]1)=[CH:32][CH:31]=[CH:30][CH:29]=5)[CH:11]([C:23]([O:25][CH2:26][CH3:27])=[O:24])[S:12](=[O:22])(=[O:21])[CH2:13]4 |f:2.3|. Reported procedure: In a 10 mL flask were placed 0.07 g of the compound from Example 44, 4.0 mL of dimethyl sulfoxide, 1.0 mL of water and 0.05 g of sodium acetate. The resulting mixture was stirred at room temperature for 16 hours, cooled and poured in to ice and water. The resulting yellow precipitate was collected, washed with water and dried in vacuo (2.0 mm Hg) for 2 days to give 0.04 g of the title compound. mp: 298°-300° C.; HRMS: calc'd: 487.0838; measured: 487.0831 ##STR69## Reactants: CC(=O)O, Oc1cncc(F)c1, OO. Yields the product [O-][n+]1cc(O)cc(F)c1. Reaction SMILES: [CH3:11][C:12](=[O:13])[OH:14].[F:1][c:2]1[cH:3][c:4]([OH:8])[cH:5][n:6][cH:7]1.[OH:9][OH:10]>>[F:1][c:2]1[cH:3][c:4]([OH:8])[cH:5][n+:6]([O-:9])[cH:7]1. Starting materials: CCn1ncc2c(NC3CCOCC3)c(C(=O)NN)cnc21, C1CCOC1, CCN(C(C)C)C(C)C, O=C(Cl)C1CC1, Cl, Cl. Yields the product CCn1ncc2c(NC3CCOCC3)c(C(=O)NNC(=O)C3CC3)cnc21. Reaction SMILES: [CH2:3]([CH3:4])[n:5]1[n:6][cH:7][c:8]2[c:9]1[n:10][cH:11][c:12]([C:21](=[O:22])[NH:23][NH2:24])[c:13]2[NH:14][CH:15]1[CH2:16][CH2:17][O:18][CH2:19][CH2:20]1.[CH2:40]1[O:41][CH2:42][CH2:43][CH2:44]1.[CH:25]([N:26]([CH2:27][CH3:28])[CH:29]([CH3:30])[CH3:31])([CH3:32])[CH3:33].[CH:34]1([C:37](=[O:38])[Cl:39])[CH2:35][CH2:36]1.[ClH:1].[ClH:2]>>[CH2:3]([CH3:4])[n:5]1[n:6][cH:7][c:8]2[c:9]1[n:10][cH:11][c:12]([C:21](=[O:22])[NH:23][NH:24][C:37]([CH:34]1[CH2:35][CH2:36]1)=[O:38])[c:13]2[NH:14][CH:15]1[CH2:16][CH2:17][O:18][CH2:19][CH2:20]1. The reactants are C(C)OC(=O)C=1C(SSC1C1=NC=CN=C1)=S (4-ethoxycarbonyl-5-(pyrazin-2-yl)-1,2-dithiole-3-thione). The solvent is C(C)(=O)O (acetic acid), S(O)(O)(=O)=O (sulphuric acid), O (water). Run at temperature 20 celsius, time 48 hour. Yields the product C(=O)(O)C=1C(SSC1C1=NC=CN=C1)=S (4-carboxy-5-(pyrazin-2-yl)-1,2-dithiole-3-thione). Isolated yield 72.1%. Reaction SMILES: C([O:3][C:4]([C:6]1[C:7](=[S:17])[S:8][S:9][C:10]=1[C:11]1[CH:16]=[N:15][CH:14]=[CH:13][N:12]=1)=[O:5])C>C(O)(=O)C.S(=O)(=O)(O)O.O>[C:4]([C:6]1[C:7](=[S:17])[S:8][S:9][C:10]=1[C:11]1[CH:16]=[N:15][CH:14]=[CH:13][N:12]=1)([OH:5])=[O:3]. Procedure details: A solution of 4-ethoxycarbonyl-5-(pyrazin-2-yl)-1,2-dithiole-3-thione (150 g) [prepared as described in Example 31] in acetic acid (6750 cc), concentrated sulphuric acid (515 cc) and water (515 cc) is heated for 2 hours under reflux. After cooling, the product which crystallises is filtered off and washed successively with acetic acid (100 cc) and carbon disulphide (2 × 100 cc). This product is then suspended in water (1350 cc) and stirred for 48 hours at a temperature of about 20° C. The insolu... Starting materials: ClC(=O)OC (ClCO2Me), N[C@H](C(=O)O)CC=1N=CN(C1)C ((S)-2-amino-3-(1-methyl-1H-imidazol-4-yl)propanoic acid), C(=O)(O)[O-].[Na+] (NaHCO3). The product is COC(=O)N[C@H](C(=O)O)CC=1N=CN(C1)C ((S)-2-(methoxycarbonylamino)-3-(1-methyl-1H-imidazol-4-yl)propanoic acid), Cl (HCl). Isolated yield 748.4%. RXN SMILES: [NH2:1][C@@H:2]([CH2:6][C:7]1[N:8]=[CH:9][N:10]([CH3:12])[CH:11]=1)[C:3]([OH:5])=[O:4].C([O-])(O)=O.[Na+].[Cl:18][C:19]([O:21][CH3:22])=[O:20]>>[CH3:22][O:21][C:19]([NH:1][C@@H:2]([CH2:6][C:7]1[N:8]=[CH:9][N:10]([CH3:12])[CH:11]=1)[C:3]([OH:5])=[O:4])=[O:20].[ClH:18] |f:1.2|. Procedure: Cap-127 was prepared according to the method for Cap-126 above starting from (S)-2-amino-3-(1-methyl-1H-imidazol-4-yl)propanoic acid (1. II g, 6.56 mmol), NaHCO3 (1.21 g, 14.4 mmol) and ClCO2Me (0.56 mL, 7.28 mmol). The title compound was obtained as its HCl salt (1.79 g, >100%) contaminated with inorganic salts. LCMS and 1H NMR showed the presence of ca. 5% of the methyl ester. The crude mixture was used as is without further purification. 1HNMR (400 MHz, CD3OD) δ 8.90 (s, 1H), 7.35 (s, 1H), 4.... Reactants: ClC=1C=C(C=CC1OCOC)CCCN1C=NC=C1 (1-[3-(3-chloro-4-methoxymethoxyphenyl)propyl]imidazole), OS(=O)(=O)O (H2SO4), [OH-].[Na+] (Sodium hydroxide). Run in CC(=O)C (acetone). Yields the product ClC=1C=C(C=CC1O)CCCN1C=NC=C1 (1-[3-(3-chloro-4-hydroxyphenyl)propyl]imidazole). Isolated yield 92.3%. RXN SMILES: [Cl:1][C:2]1[CH:3]=[C:4]([CH2:12][CH2:13][CH2:14][N:15]2[CH:19]=[CH:18][N:17]=[CH:16]2)[CH:5]=[CH:6][C:7]=1[O:8]COC.OS(O)(=O)=O.[OH-].[Na+]>CC(C)=O>[Cl:1][C:2]1[CH:3]=[C:4]([CH2:12][CH2:13][CH2:14][N:15]2[CH:19]=[CH:18][N:17]=[CH:16]2)[CH:5]=[CH:6][C:7]=1[OH:8] |f:2.3|. Procedure details: A mixture of 1-[3-(3-chloro-4-methoxymethoxyphenyl)propyl]imidazole (4.50 g), 10% H2SO4 (50 ml) and acetone (50 ml) was refluxed for 3 h. Sodium hydroxide (7.0 g) was added to the mixture at 0° C., and extracted with ethyl acetate. The ethyl acetate layer was washed with water, dried (MgSO4), and concentrated to obtain 1-[3-(3-chloro-4-hydroxyphenyl)propyl]imidazole (3.50 g, 92%). Recrystallization from ethanol gave colorless prisms, 112-113° C. Reaction SMILES: [C:1]1([C:23]2[CH:28]=[CH:27][CH:26]=[CH:25][CH:24]=2)[CH:6]=[CH:5][C:4]([CH2:7][C@@H:8]([NH:15][C:16]([O:18][C:19]([CH3:22])([CH3:21])[CH3:20])=[O:17])[CH2:9][C@@H:10]([CH3:14])[C:11]([OH:13])=[O:12])=[CH:3][CH:2]=1.S(Cl)([Cl:31])=O.[CH2:33](O)[CH3:34]>>[ClH:31].[CH2:33]([O:13][C:11](=[O:12])[C@H:10]([CH3:14])[CH2:9][C@H:8]([NH2:15])[CH2:7][C:4]1[CH:5]=[CH:6][C:1]([C:23]2[CH:24]=[CH:25][CH:26]=[CH:27][CH:28]=2)=[CH:2][CH:3]=1)[CH3:34].[C:1]1([C:23]2[CH:24]=[CH:25][CH:26]=[CH:27][CH:28]=2)[CH:2]=[CH:3][C:4]([CH2:7][C@@H:8]([NH:15][C:16]([O:18][C:19]([CH3:22])([CH3:20])[CH3:21])=[O:17])[CH2:9][C@@H:10]([CH3:14])[C:11]([OH:13])=[O:12])=[CH:5][CH:6]=1 |f:3.4|. Procedure details: 150 g (2R,4S)-5-biphenyl-4-yl-4-tert-butoxycarbonylamino-2-methylpentanoic acid (3-a, R1=BOC, R2=R3=H) are added to 1500 ml ethanol at room temperature. The mixture is then warmed to an internal temperature of 60-70° C. 42.8 ml Thionyl chloride is then added over a period of 1 h to the reaction mixture. The mixture is then stirred for a further 2 h. 810 ml of the solvent is removed by distillation under reduced pressure. 1460 ml Heptane fraction is then added. 1310 ml of solvent is then removed ... Product: Cl.C(C)OC([C@@H](C[C@@H](CC1=CC=C(C=C1)C1=CC=CC=C1)N)C)=O ((2R,4S)-4-amino-5-biphenyl-4-yl-2-methylpentanoic acid ethyl ester hydrochloride), C1(=CC=C(C=C1)C[C@H](C[C@H](C(=O)O)C)NC(=O)OC(C)(C)C)C1=CC=CC=C1 ((2R,4S)-5-biphenyl-4-yl-4-tert-butoxycarbonylamino-2-methylpentanoic acid). Starting materials: C1(=CC=C(C=C1)C[C@H](C[C@H](C(=O)O)C)NC(=O)OC(C)(C)C)C1=CC=CC=C1 ((2R,4S)-5-biphenyl-4-yl-4-tert-butoxycarbonylamino-2-methylpentanoic acid), C(C)O (ethanol), S(=O)(Cl)Cl (Thionyl chloride). Run at temperature 65 celsius, time 2 hour. The reactants are N1=CC=CC=C1 (pyridine), C(C)(C)(C)[Si](O[C@H]1C[C@@H]([C@@H](C1)O)OC(C)C)(C1=CC=CC=C1)C1=CC=CC=C1 ((1R,2S,4R)-4-(tert-Butyl-diphenyl-silanyloxy)-2-isopropoxy-cyclopentanol), FC(S(=O)(=O)OS(=O)(=O)C(F)(F)F)(F)F (trifluoromethanesulfonic anhydride). The solvent is C(Cl)Cl (DCM), C(Cl)Cl (DCM). Reaction conditions: temperature -35 celsius, time 5 hour. Product: C(C)(C)(C)[Si](O[C@H]1C[C@@H]([C@H](C1)C#N)OC(C)C)(C1=CC=CC=C1)C1=CC=CC=C1 ((1R,2S,4R)-4-(tert-Butyl-diphenyl-silanyloxy)-2-isopropoxy-cyclopentanecarbonitrile). Yield: 60.0%. As a reaction SMILES: [C:1]([Si:5]([C:23]1[CH:28]=[CH:27][CH:26]=[CH:25][CH:24]=1)([C:17]1[CH:22]=[CH:21][CH:20]=[CH:19][CH:18]=1)[O:6][C@@H:7]1[CH2:11][C@@H:10](O)[C@@H:9]([O:13][CH:14]([CH3:16])[CH3:15])[CH2:8]1)([CH3:4])([CH3:3])[CH3:2].[N:29]1C=CC=C[CH:30]=1.FC(F)(F)S(OS(C(F)(F)F)(=O)=O)(=O)=O>C(Cl)Cl>[C:1]([Si:5]([C:17]1[CH:22]=[CH:21][CH:20]=[CH:19][CH:18]=1)([C:23]1[CH:24]=[CH:25][CH:26]=[CH:27][CH:28]=1)[O:6][C@@H:7]1[CH2:11][C@H:10]([C:30]#[N:29])[C@@H:9]([O:13][CH:14]([CH3:15])[CH3:16])[CH2:8]1)([CH3:4])([CH3:2])[CH3:3]. Procedure: (1S,2R,4S) and (1R,2S,4R)-4-(tert-Butyl-diphenyl-silanyloxy)-2-isopropoxy-cyclopentanol (510 mg, 1.28 mmol) was dissolved in DCM (12 ml) and pyridine was added (206 μl, 2.56 mmol). The mixture was cooled to −35° C. and a solution of trifluoromethanesulfonic anhydride (253 μl, 1.54 mmol) in DCM (3 ml) was added. After the reaction mixture had been stirred for 5 h at −20° C. it was concentrated and passed trough a short plug of silica gel and then evaporated to dryness. The remaining oil was disso...